From a dataset of the Open Reaction Database (ORD), a public repository of structured organic reaction records. describe an organic reaction: reactants, conditions, products, and yield The reactants are ClC1=CC=C(C=C1)C1=CCC(CC1)C(=O)O (4-(4-chlorophenyl)-cyclohex-3-enecarboxylic acid). The reagents and catalysts are [Pd] (Pd/C). Run in CCOC(=O)C (EtOAc). Product: ClC1=CC=C(C=C1)C1CCC(CC1)C(=O)O (4-(4-Chlorophenyl)-cyclohexanecarboxylic Acid). The yield is 99.2%. RXN SMILES: [Cl:1][C:2]1[CH:7]=[CH:6][C:5]([C:8]2[CH2:13][CH2:12][CH:11]([C:14]([OH:16])=[O:15])[CH2:10][CH:9]=2)=[CH:4][CH:3]=1>CCOC(C)=O.[Pd]>[Cl:1][C:2]1[CH:3]=[CH:4][C:5]([CH:8]2[CH2:9][CH2:10][CH:11]([C:14]([OH:16])=[O:15])[CH2:12][CH2:13]2)=[CH:6][CH:7]=1. Procedure details: Reduce a solution of the product of STEP 2 (1.36 g) in EtOAc (50 mL) over 10% Pd/C under H2 (50 psi) for 14 h. Filter the catalyst and concentrate the solution to give the title compound (1.36 g). Reactants: O=C([O-])[O-], CC(=O)Nc1ccc(O)cc1, CN(C)C=O, [K+], [K+]. Yields the product COc1ccc(NC(C)=O)cc1. RXN SMILES: [C:1]([O-:2])([O-:3])=[O:4].[C:7]([CH3:8])(=[O:9])[NH:10][c:11]1[cH:12][cH:13][c:14]([OH:17])[cH:15][cH:16]1.[CH3:18][N:19]([CH3:20])[CH:21]=[O:22].[K+:5].[K+:6]>>[CH3:1][O:4][c:14]1[cH:13][cH:12][c:11]([NH:10][C:7]([CH3:8])=[O:9])[cH:16][cH:15]1. Starting materials: CC(=O)N1CCN(S(=O)(=O)c2ccc(Br)cc2)CC1, O=C([O-])[O-], CC(=O)[O-], COc1ccnc(CCc2nc3cc(I)cnc3[nH]2)c1, [Cl-], [K+], [K+], [K+], [Li+], C1COCCO1, O, [Pd], c1ccc(P(c2ccccc2)c2ccccc2)cc1, c1ccc(P(c2ccccc2)c2ccccc2)cc1, c1ccc(P(c2ccccc2)c2ccccc2)cc1, c1ccc(P(c2ccccc2)c2ccccc2)cc1. Product: COc1ccnc(CCc2nc3cc(-c4ccc(S(=O)(=O)N5CCN(C(C)=O)CC5)cc4)cnc3[nH]2)c1. RXN SMILES: [Br:1][c:2]1[cH:3][cH:4][c:5]([S:8](=[O:9])(=[O:10])[N:11]2[CH2:12][CH2:13][N:14]([C:17]([CH3:18])=[O:19])[CH2:15][CH2:16]2)[cH:6][cH:7]1.[C:45](=[O:46])([O-:47])[O-:48].[CH3:21][C:22](=[O:23])[O-:24].[CH3:25][O:26][c:27]1[cH:28][c:29]([CH2:33][CH2:34][c:35]2[n:36][c:37]3[c:38]([n:39][cH:40][c:41]([I:43])[cH:42]3)[nH:44]2)[n:30][cH:31][cH:32]1.[Cl-:52].[K+:20].[K+:49].[K+:50].[Li+:51].[O:53]1[CH2:54][CH2:55][O:56][CH2:57][CH2:58]1.[OH2:59].[Pd:60].[c:118]1([P:119]([c:120]2[cH:121][cH:122][cH:123][cH:124][cH:125]2)[c:126]2[cH:127][cH:128][cH:129][cH:130][cH:131]2)[cH:132][cH:133][cH:134][cH:135][cH:136]1.[c:61]1([P:62]([c:63]2[cH:64][cH:65][cH:66][cH:67][cH:68]2)[c:69]2[cH:70][cH:71][cH:72][cH:73][cH:74]2)[cH:75][cH:76][cH:77][cH:78][cH:79]1.[c:80]1([P:81]([c:82]2[cH:83][cH:84][cH:85][cH:86][cH:87]2)[c:88]2[cH:89][cH:90][cH:91][cH:92][cH:93]2)[cH:94][cH:95][cH:96][cH:97][cH:98]1.[c:99]1([P:100]([c:101]2[cH:102][cH:103][cH:104][cH:105][cH:106]2)[c:107]2[cH:108][cH:109][cH:110][cH:111][cH:112]2)[cH:113][cH:114][cH:115][cH:116][cH:117]1>>[c:2]1(-[c:41]2[cH:40][n:39][c:38]3[c:37]([n:36][c:35]([CH2:34][CH2:33][c:29]4[cH:28][c:27]([O:26][CH3:25])[cH:32][cH:31][n:30]4)[nH:44]3)[cH:42]2)[cH:3][cH:4][c:5]([S:8](=[O:9])(=[O:10])[N:11]2[CH2:12][CH2:13][N:14]([C:17]([CH3:18])=[O:19])[CH2:15][CH2:16]2)[cH:6][cH:7]1. Starting materials: CCOC(=O)C1CN(CCCC(=O)O)c2cccc(C=Cc3ccc(OCCCCc4ccccc4)cc3)c2O1, CCOC(=O)CCCN1CC(C(=O)OCC)Oc2c(C=Cc3ccc(OCCCCc4ccccc4)cc3)cccc21. Product: CCOC(=O)C1CN(CCCC(=O)O)c2cccc(CCc3ccc(OCCCCc4ccccc4)cc3)c2O1. Reaction SMILES: [CH2:1]([CH3:2])[O:3][C:4](=[O:5])[CH:6]1[O:7][c:8]2[c:9]([cH:18][cH:19][cH:20][c:21]2[CH:22]=[CH:23][c:24]2[cH:25][cH:26][c:27]([O:30][CH2:31][CH2:32][CH2:33][CH2:34][c:35]3[cH:36][cH:37][cH:38][cH:39][cH:40]3)[cH:28][cH:29]2)[N:10]([CH2:12][CH2:13][CH2:14][C:15](=[O:16])[OH:17])[CH2:11]1.[CH2:41]([O:42][C:43](=[O:44])[CH2:45][CH2:46][CH2:47][N:48]1[c:49]2[cH:50][cH:51][cH:52][c:53]([CH:54]=[CH:55][c:56]3[cH:57][cH:58][c:59]([O:60][CH2:61][CH2:62][CH2:63][CH2:64][c:65]4[cH:66][cH:67][cH:68][cH:69][cH:70]4)[cH:71][cH:72]3)[c:73]2[O:74][CH:75]([C:76]([O:77][CH2:78][CH3:79])=[O:80])[CH2:81]1)[CH3:82]>>[CH2:1]([CH3:2])[O:3][C:4](=[O:5])[CH:6]1[O:7][c:8]2[c:9]([cH:18][cH:19][cH:20][c:21]2[CH2:22][CH2:23][c:24]2[cH:25][cH:26][c:27]([O:30][CH2:31][CH2:32][CH2:33][CH2:34][c:35]3[cH:36][cH:37][cH:38][cH:39][cH:40]3)[cH:28][cH:29]2)[N:10]([CH2:12][CH2:13][CH2:14][C:15](=[O:16])[OH:17])[CH2:11]1. Starting materials: CCN=C=NCCCN(C)C, CN(C)c1ccncc1, O=C(NC1CCCCC1C(=O)O)NC(Cc1ccccc1)(c1cc(F)cc(OC(F)(F)C(F)F)c1)c1ccc(Cl)cn1, ClCCl, COC(=O)CCCN. The product is COC(=O)CCCNC(=O)C1CCCCC1NC(=O)NC(Cc1ccccc1)(c1cc(F)cc(OC(F)(F)C(F)F)c1)c1ccc(Cl)cn1. As a reaction SMILES: [CH3:51][CH2:52][N:53]=[C:54]=[N:55][CH2:56][CH2:57][CH2:58][N:59]([CH3:60])[CH3:61].[CH3:65][N:66]([c:67]1[cH:68][cH:69][n:70][cH:71][cH:72]1)[CH3:73].[Cl:1][c:2]1[cH:3][cH:4][c:5]([C:8]([CH2:9][c:10]2[cH:11][cH:12][cH:13][cH:14][cH:15]2)([c:16]2[cH:17][c:18]([F:29])[cH:19][c:20]([O:22][C:23]([CH:24]([F:25])[F:26])([F:27])[F:28])[cH:21]2)[NH:30][C:31]([NH:32][CH:33]2[CH:34]([C:39](=[O:40])[OH:41])[CH2:35][CH2:36][CH2:37][CH2:38]2)=[O:42])[n:6][cH:7]1.[Cl:62][CH2:63][Cl:64].[NH2:43][CH2:44][CH2:45][CH2:46][C:47](=[O:48])[O:49][CH3:50]>>[Cl:1][c:2]1[cH:3][cH:4][c:5]([C:8]([CH2:9][c:10]2[cH:11][cH:12][cH:13][cH:14][cH:15]2)([c:16]2[cH:17][c:18]([F:29])[cH:19][c:20]([O:22][C:23]([CH:24]([F:25])[F:26])([F:27])[F:28])[cH:21]2)[NH:30][C:31]([NH:32][CH:33]2[CH:34]([C:39](=[O:41])[NH:43][CH2:44][CH2:45][CH2:46][C:47](=[O:48])[O:49][CH3:50])[CH2:35][CH2:36][CH2:37][CH2:38]2)=[O:42])[n:6][cH:7]1. Product: [Si](C1=CC=CC=C1)(C1=CC=CC=C1)(C(C)(C)C)OCCN1CCN(CC1)CC[C@H](CSC1=CC=CC=C1)NC1=C(C=C(C=C1)S(=O)(=O)NC(C1=CC=C(C=C1)N1CCC(CC1)[C@@H](N[S@@](=O)C(C)(C)C)C1=C(C=CC=C1)C1=CC=C(C=C1)Cl)=O)S(=O)(=O)C(F)(F)F (N-(4-((R)-4-(4-(2-(tert-butyldiphenylsilyloxy)ethyl)piperazin-1-yl)-1-(phenylthio)butan-2-ylamino)-3-(trifluoromethylsulfonyl)phenylsulfonyl)-4-(4-((R)-(4′-chlorobiphenyl-2-yl)((S)-1,1-dimethylethylsulfinamido)methyl)piperidin-1-yl)benzamide). The reactants are [Si](C1=CC=CC=C1)(C1=CC=CC=C1)(C(C)(C)C)OCCN1CCN(CC1)CC[C@H](CSC1=CC=CC=C1)NC1=C(C=C(C=C1)S(=O)(=O)N)S(=O)(=O)C(F)(F)F ((R)-4-(4-(4-(2-(tert-butyldiphenylsilyloxy)ethyl)piperazin-1-yl)-1-(phenylthio)butan-2-ylamino)-3-(trifluoromethylsulfonyl)benzenesulfonamide), [Si](C1=CC=CC=C1)(C1=CC=CC=C1)(C(C)(C)C)OCCN1CCN(CC1)CC[C@H](CSC1=CC=CC=C1)NC1=C(C=C(C=C1)S(=O)(=O)N)S(=O)(=O)C(F)(F)F ((R)-4-(4-(4-(2-(tert-butyldiphenylsilyloxy)ethyl)piperazin-1-yl)-1-(phenylthio)butan-2-ylamino)-3-(trifluoromethylsulfonyl)benzenesulfonamide), ClC1=CC=C(C=C1)C1=C(C=CC=C1)[C@@H](C1CCN(CC1)C1=CC=C(C(=O)O)C=C1)N[S@@](=O)C(C)(C)C (4-(4-((R)-(4′-chlorobiphenyl-2-yl)((S)-1,1-dimethylethylsulfinamido)methyl)piperidin-1-yl)benzoic acid), CCN(C(C)C)C(C)C (DIPEA), C(CCl)Cl (EDC), ClC1=CC=C(C=C1)C1=C(C=CC=C1)[C@@H](C1CCN(CC1)C1=CC=C(C(=O)O)C=C1)N[S@@](=O)C(C)(C)C (4-(4-((R)-(4′-chlorobiphenyl-2-yl)((S)-1,1-dimethylethylsulfinamido)methyl)piperidin-1-yl)benzoic acid). RXN SMILES: [Cl:1][C:2]1[CH:7]=[CH:6][C:5]([C:8]2[CH:13]=[CH:12][CH:11]=[CH:10][C:9]=2[C@H:14]([NH:30][S@:31]([C:33]([CH3:36])([CH3:35])[CH3:34])=[O:32])[CH:15]2[CH2:20][CH2:19][N:18]([C:21]3[CH:29]=[CH:28][C:24]([C:25](O)=[O:26])=[CH:23][CH:22]=3)[CH2:17][CH2:16]2)=[CH:4][CH:3]=1.C(Cl)CCl.CCN(C(C)C)C(C)C.[Si:50]([O:67][CH2:68][CH2:69][N:70]1[CH2:75][CH2:74][N:73]([CH2:76][CH2:77][C@@H:78]([NH:87][C:88]2[CH:93]=[CH:92][C:91]([S:94]([NH2:97])(=[O:96])=[O:95])=[CH:90][C:89]=2[S:98]([C:101]([F:104])([F:103])[F:102])(=[O:100])=[O:99])[CH2:79][S:80][C:81]2[CH:86]=[CH:85][CH:84]=[CH:83][CH:82]=2)[CH2:72][CH2:71]1)([C:63]([CH3:66])([CH3:65])[CH3:64])([C:57]1[CH:62]=[CH:61][CH:60]=[CH:59][CH:58]=1)[C:51]1[CH:56]=[CH:55][CH:54]=[CH:53][CH:52]=1>CN(C1C=CN=CC=1)C.C(Cl)Cl>[Si:50]([O:67][CH2:68][CH2:69][N:70]1[CH2:75][CH2:74][N:73]([CH2:76][CH2:77][C@@H:78]([NH:87][C:88]2[CH:93]=[CH:92][C:91]([S:94]([NH:97][C:25](=[O:26])[C:24]3[CH:28]=[CH:29][C:21]([N:18]4[CH2:19][CH2:20][CH:15]([C@H:14]([C:9]5[CH:10]=[CH:11][CH:12]=[CH:13][C:8]=5[C:5]5[CH:6]=[CH:7][C:2]([Cl:1])=[CH:3][CH:4]=5)[NH:30][S@:31]([C:33]([CH3:36])([CH3:35])[CH3:34])=[O:32])[CH2:16][CH2:17]4)=[CH:22][CH:23]=3)(=[O:95])=[O:96])=[CH:90][C:89]=2[S:98]([C:101]([F:102])([F:104])[F:103])(=[O:99])=[O:100])[CH2:79][S:80][C:81]2[CH:86]=[CH:85][CH:84]=[CH:83][CH:82]=2)[CH2:72][CH2:71]1)([C:63]([CH3:64])([CH3:65])[CH3:66])([C:57]1[CH:58]=[CH:59][CH:60]=[CH:61][CH:62]=1)[C:51]1[CH:56]=[CH:55][CH:54]=[CH:53][CH:52]=1. Run in C(Cl)Cl (DCM), C(Cl)Cl (DCM), C(Cl)Cl (DCM). The reagents and catalysts are CN(C)C=1C=CN=CC1 (DMAP). Reported procedure: 4-(4-((R)-(4′-chlorobiphenyl-2-yl)((S)-1,1-dimethylethylsulfinamido)methyl)piperidin-1-yl)benzoic acid (INTERMEDIATE 130, 0.150 g, 0.29 mmol), DMAP (70 mg, 0.57 mmol), and EDC (0.110 g, 0.57 mmol) were placed in a 40 ml vial and flushed with nitrogen. DCM (4.0 ml) and DIPEA (0.10 ml, 0.57 mmol) were added, and the solution was stirred at r.t for 15 min. A solution of (R)-4-(4-(4-(2-(tert-butyldiphenylsilyloxy)ethyl)piperazin-1-yl)-1-(phenylthio)butan-2-ylamino)-3-(trifluoromethylsulfonyl)benzene... Run at time 15 minute. The yield is 102.8%. Starting materials: N#Cc1ccc(CBr)cc1, CC#N, ClC(Cl)Cl, c1nc[nH]n1. Product: N#Cc1ccc(Cc2nc[nH]n2)cc1. RXN SMILES: [Br:1][CH2:2][c:3]1[cH:4][cH:5][c:6]([C:9]#[N:10])[cH:7][cH:8]1.[CH3:20][C:21]#[N:22].[CH:16]([Cl:17])([Cl:18])[Cl:19].[nH:11]1[n:12][cH:13][n:14][cH:15]1>>[CH2:2]([c:3]1[cH:4][cH:5][c:6]([C:9]#[N:10])[cH:7][cH:8]1)[c:13]1[n:12][nH:11][cH:15][n:14]1.